Dataset: the Open Reaction Database (ORD), a public repository of structured organic reaction records. Task: describe an organic reaction: reactants, conditions, products, and yield The reactants are CN1N=C(C=C1OS(=O)(=O)C1=CC=C(C=C1)C)C1=CC=CC=C1 (toluene-4-sulfonic acid 2-methyl-5-phenyl-2H-pyrazol-3-yl ester), C(#C)C1=CCCCC1 (1-ethynyl-cyclohexene). Solvent: CCCCCCC.C(Cl)Cl (heptane DCM). Yields the product C1(=CCCCC1)C#CC1=CC(=NN1C)C1=CC=CC=C1 (5-cyclohex-1-enylethynyl-1methyl-3-phenyl-1H-pyrazole). As a reaction SMILES: [CH3:1][N:2]1[C:6](OS(C2C=CC(C)=CC=2)(=O)=O)=[CH:5][C:4]([C:18]2[CH:23]=[CH:22][CH:21]=[CH:20][CH:19]=2)=[N:3]1.[C:24]([C:26]1[CH2:31][CH2:30][CH2:29][CH2:28][CH:27]=1)#[CH:25]>CCCCCCC.C(Cl)Cl>[C:26]1([C:24]#[C:25][C:6]2[N:2]([CH3:1])[N:3]=[C:4]([C:18]3[CH:19]=[CH:20][CH:21]=[CH:22][CH:23]=3)[CH:5]=2)[CH2:31][CH2:30][CH2:29][CH2:28][CH:27]=1 |f:2.3|. Procedure: This product was prepared from toluene-4-sulfonic acid 2-methyl-5-phenyl-2H-pyrazol-3-yl ester and 1-ethynyl-cyclohexene following the general procedure for the Sonogashira cross-coupling reaction described above. Chromatography eluent: heptane/DCM 1:1; yield (110 mg, 84%); 1H NMR δ (CDCl3): 7.78 (d, J=8.09 Hz, 2H), 7.42-7.33 (t, J=8.11 Hz, 2H), 7.32 (m, 1H), 6.62 (s, 1H), 6.31-6.27 (m, 1H), 3.94 (s, 3H), 2.14-2.22 (m, 4H), 1.58-1.73 (m, 4H); LCMS m/z: 246. Reactants: C(C)OC(C1=CC=C(C=C1)\C=C\C1=CC=2C(CC(C(C2C=C1CBr)(C)C)OC(C)=O)(C)C)=O (ethyl-4-[(E)-2-(5,5,8,8-tetramethyl-3-bromomethyl-6-acetoxy-5,6,7,8-tetrahydro-naphthalen-2-yl)vinyl]benzoate), N1N=CC=C1 (pyrazole). Run in CN1CCCC1 (N-methyl pyrrolidine), [Cl-].[Na+].O (brine). The product is C(C)OC(C1=CC=C(C=C1)\C=C\C1=CC=2C(CC(C(C2C=C1CN1N=CC=C1)(C)C)OC(C)=O)(C)C)=O (ethyl-4-[(E)-2-(5,5,8,8-tetramethyl-3pyrazol-1-ylmethyl-6-acetoxy-5,6,7,8-tetrahydro-naphthalen-2-yl)vinyl]benzoate). The yield is 7263.6%. As a reaction SMILES: [CH2:1]([O:3][C:4](=[O:33])[C:5]1[CH:10]=[CH:9][C:8](/[CH:11]=[CH:12]/[C:13]2[C:22]([CH2:23]Br)=[CH:21][C:20]3[C:19]([CH3:26])([CH3:25])[CH:18]([O:27][C:28](=[O:30])[CH3:29])[CH2:17][C:16]([CH3:32])([CH3:31])[C:15]=3[CH:14]=2)=[CH:7][CH:6]=1)[CH3:2].[NH:34]1[CH:38]=[CH:37][CH:36]=[N:35]1>CN1CCCC1.[Cl-].[Na+].O>[CH2:1]([O:3][C:4](=[O:33])[C:5]1[CH:10]=[CH:9][C:8](/[CH:11]=[CH:12]/[C:13]2[C:22]([CH2:23][N:34]3[CH:38]=[CH:37][CH:36]=[N:35]3)=[CH:21][C:20]3[C:19]([CH3:26])([CH3:25])[CH:18]([O:27][C:28](=[O:30])[CH3:29])[CH2:17][C:16]([CH3:32])([CH3:31])[C:15]=3[CH:14]=2)=[CH:7][CH:6]=1)[CH3:2] |f:3.4.5|. Procedure: A solution of 0.45 g (0.88 mmol) of ethyl-4-[(E)-2-(5,5,8,8-tetramethyl-3-bromomethyl-6-acetoxy-5,6,7,8-tetrahydro-naphthalen-2-yl)vinyl]benzoate and 0.24 g (3.5 mmol) of pyrazole in 15 mL of N-methyl pyrrolidine was heated to 100° C. After 2 hours the reaction was cooled to room temperature, poured into brine and extracted with ethyl acetate. The organic extracts were washed with brine, dried over sodium sulfate and concentrated under reduced pressure. The residue was purified by flash chromato... The reactants are BrC1=CC=C(OC2=CC=C(N)C=C2)C=C1 (4-(4-bromophenoxy)aniline), C(C)(C)(C)OC(=O)N[C@H](C(=O)O)COCC1=CC=C(C=C1)F ((S)-2-(tert-butoxycarbonylamino)-3-(4-fluorobenzyloxy)propanoic acid). Product: N[C@H](C(=O)NC1=CC=C(C=C1)OC1=CC=C(C=C1)Br)COCC1=CC=C(C=C1)F ((S)-2-amino-N-(4-(4-bromophenoxy)phenyl)-3-(4-fluorobenzyloxy)propanamide). The yield is 50.0%. As a reaction SMILES: [Br:1][C:2]1[CH:15]=[CH:14][C:5]([O:6][C:7]2[CH:13]=[CH:12][C:10]([NH2:11])=[CH:9][CH:8]=2)=[CH:4][CH:3]=1.C(OC([NH:23][C@@H:24]([CH2:28][O:29][CH2:30][C:31]1[CH:36]=[CH:35][C:34]([F:37])=[CH:33][CH:32]=1)[C:25](O)=[O:26])=O)(C)(C)C>>[NH2:23][C@@H:24]([CH2:28][O:29][CH2:30][C:31]1[CH:32]=[CH:33][C:34]([F:37])=[CH:35][CH:36]=1)[C:25]([NH:11][C:10]1[CH:12]=[CH:13][C:7]([O:6][C:5]2[CH:14]=[CH:15][C:2]([Br:1])=[CH:3][CH:4]=2)=[CH:8][CH:9]=1)=[O:26]. Reported procedure: Proceeding as in Reference 5, but substituting 4-(4-bromophenoxy)aniline and (S)-2-(tert-butoxycarbonylamino)-3-(4-fluorobenzyloxy)propanoic acid, gave (S)-2-amino-N-(4-(4-bromophenoxy)phenyl)-3-(4-fluorobenzyloxy)propanamide (200 mg, 50%). As a reaction SMILES: [CH3:1][O:2][C:3](=[O:14])[C:4]1[C:9]([CH3:10])=[CH:8][C:7]([F:11])=[CH:6][C:5]=1[C:12]#[N:13].[Br:15]NC(=O)CCC(N)=O.C(OOC(=O)C1C=CC=CC=1)(=O)C1C=CC=CC=1>C(Cl)(Cl)(Cl)Cl>[CH3:1][O:2][C:3](=[O:14])[C:4]1[C:5]([C:12]#[N:13])=[CH:6][C:7]([F:11])=[CH:8][C:9]=1[CH2:10][Br:15]. Procedure details: A mixture of 4-fluoro-2-cyano-6-methyl-benzoic acid methyl ester (1.04 g, 5.38 mmol), N-bromosuccinamide (1.25 g, 7.0 mmol), and benzoyl peroxide (0.024 g, 0.146 mmol) in carbon tetrachloride (50 mL) was heated at reflux until majority of ester was consumed (as analyzed by GC/MS). The resulting mixture was filtered, the filtrate was concentrated to afford 2-bromomethyl-4-fluoro-6-cyano-benzoic acid methyl ester. The material was used without further purification. Run in C(Cl)(Cl)(Cl)Cl (carbon tetrachloride). The reactants are ester, COC(C1=C(C=C(C=C1C)F)C#N)=O (4-fluoro-2-cyano-6-methyl-benzoic acid methyl ester), BrNC(CCC(=O)N)=O (N-bromosuccinamide), C(C1=CC=CC=C1)(=O)OOC(C1=CC=CC=C1)=O (benzoyl peroxide). The product is COC(C1=C(C=C(C=C1C#N)F)CBr)=O (2-bromomethyl-4-fluoro-6-cyano-benzoic acid methyl ester). Yield: 70.0%. The reactants are O (water), ( C ), S(=O)(=O)(Cl)Cl (sulfuryl chloride), C1(CCCC1)[Mg]Cl (cyclopentylmagnesium chloride). Reported procedure: Cyclopentanesulfonyl chloride was prepared according to the procedure of S. N. Bhattacharya, et. al., J. Chem. Soc. (C), 1265-1267 as follows. To a solution of 2.7 g (1.6 mL, 20 mmol) of sulfuryl chloride in 5 mL of hexane at 0° C. was added a solution of 5 mL (10 mmol) of 2 M cyclopentylmagnesium chloride in ether over a 15-min period. The reaction mixture was allowed to warm to room temperature and stir overnight. The mixture was recooled to 0° C. and a 5-mL portion of ether was added followed... Run in CCOCC (ether), CCCCCC (hexane), CCOCC (ether). Product: 1.12, C1(CCCC1)S(=O)(=O)Cl (cyclopentanesulfonyl chloride). Reaction SMILES: [S:1]([Cl:5])(Cl)(=[O:3])=[O:2].[CH:6]1([Mg]Cl)[CH2:10][CH2:9][CH2:8][CH2:7]1.O>CCCCCC.CCOCC>[CH:6]1([S:1]([Cl:5])(=[O:3])=[O:2])[CH2:10][CH2:9][CH2:8][CH2:7]1. Reaction conditions: time 8 hour. Reactants: C(C1=CC=CC=C1)OC=1C=C(C=2OC3=CC(=CC=C3C(C2)=O)OCC(CNC(C)C)O)C=CC1OCC1=CC=CC=C1 (3′,4′-Dibenzyloxy-7-(2-hydroxy-3-iso-propylamino-propoxy)-flavone), C(C1=CC=CC=C1)OC=1C=C(C=2OC3=CC(=CC=C3C(C2)=O)OCC(CNC(C)C)O)C=CC1OCC1=CC=CC=C1 (3′,4′-Dibenzyloxy-7-(2-hydroxy-3-iso-propylamino-propoxy)-flavone). Reagents/catalysts: [Pd] (Pd/C). The solvent is CO (methanol). Yields the product OC=1C=C(C=2OC3=CC(=CC=C3C(C2)=O)OCC(CNC(C)C)O)C=CC1O (3′,4′-Dihydroxy-7-(2-hydroxy-3-iso-propylamino-propoxy)-flavone). As a reaction SMILES: C([O:8][C:9]1[CH:10]=[C:11]([CH:32]=[CH:33][C:34]=1[O:35]CC1C=CC=CC=1)[C:12]1[O:13][C:14]2[C:19]([C:20](=[O:22])[CH:21]=1)=[CH:18][CH:17]=[C:16]([O:23][CH2:24][CH:25]([OH:31])[CH2:26][NH:27][CH:28]([CH3:30])[CH3:29])[CH:15]=2)C1C=CC=CC=1>CO.[Pd]>[OH:8][C:9]1[CH:10]=[C:11]([CH:32]=[CH:33][C:34]=1[OH:35])[C:12]1[O:13][C:14]2[C:19]([C:20](=[O:22])[CH:21]=1)=[CH:18][CH:17]=[C:16]([O:23][CH2:24][CH:25]([OH:31])[CH2:26][NH:27][CH:28]([CH3:29])[CH3:30])[CH:15]=2. Procedure details: 3′,4′-Dibenzyloxy-7-(2-hydroxy-3-iso-propylamino-propoxy)-flavone, 38 (1.0 g, 1.77 mmol) was debenzylated in dry methanol (40 mL) with 10% Pd/C (30 mg) under hydrogen atmosphere as described for 48 to provide 51. Yield 600 mg (88%); mp 187° C. (decomposes); MS (FAB) 386 (M++1); IR (KBr) 3425, 1624; 1H NMR (200 MHz, DMSO-d6) δ 7.96 (d, J=7.1 Hz, 1H), 7.47 (s, 1H), 7.45 (d, J=8.2 Hz, 1H), 7.30 (s, 1H), 7.10 (d, J=8.1 Hz, 1H), 6.95 (d, J=7.6 Hz, 1H), 6.68 (s, 1H), 4.23-4.18 (m, 3H), 3.21-3.18 (m, 3... The reactants are O(C1=CC=CC=C1)CC(=O)Cl (phenoxyacetyl chloride), ice, Cl (hydrochloric acid), CC1(OC(CC(O1)=O)=O)C (2,2-dimethyl-1,3-dioxane-4,6-dione), N1=CC=CC=C1 (pyridine). The solvent is O (water), C(Cl)Cl (methylene chloride). Reaction conditions: time 2.5 hour. Product: OC(COC1=CC=CC=C1)=C1C(OC(OC1=O)(C)C)=O (5-(1-Hydroxy-2-phenoxyethylidene)-2,2-dimethyl-1,3-dioxane-4,6-dione). RXN SMILES: [O:1]([CH2:8][C:9](Cl)=[O:10])[C:2]1[CH:7]=[CH:6][CH:5]=[CH:4][CH:3]=1.[CH3:12][C:13]1([CH3:21])[O:18][C:17](=[O:19])[CH2:16][C:15](=[O:20])[O:14]1.N1C=CC=CC=1.Cl>C(Cl)Cl.O>[OH:10][C:9](=[C:16]1[C:17](=[O:19])[O:18][C:13]([CH3:21])([CH3:12])[O:14][C:15]1=[O:20])[CH2:8][O:1][C:2]1[CH:7]=[CH:6][CH:5]=[CH:4][CH:3]=1. Procedure: 93.8 g (0.55 mol) of phenoxyacetyl chloride are added dropwise to a solution, cooled to 8° C., of 72.1 g (0.5 mol) of 2,2-dimethyl-1,3-dioxane-4,6-dione and 79.1 g (1.0 mol) of pyridine in 250 ml of methylene chloride so that the temperature does not rise above 10° C. The mixture is subsequently stirred at room temperature for 2.5 hours, a mixture of 250 g of ice, 250 ml of water and 30 ml of concentrated hydrochloric acid is added and the mixture is extracted by shaking. The organic phase is wa... Reactants: C(#N)[BH3-].[Na+] (Sodium cyanoborohydride), C(C1=CC=CC=C1)OC1=C(C=C(C=C1)NC1=NC=NC2=CC=C(C=C12)C1=CC=C(O1)C=O)C(F)(F)F (5-(4-(4-benzyloxy-3-trifluoromethylphenylamino)-quinazolin-6-yl)-furan-2-carbaldehyde), CS(=O)(=O)CCN (2-methanesulphonyl-ethylamine), C(C)(=O)O (acetic acid). Run in ClCCl (dichloromethane), C(C)(=O)OCC (ethyl acetate). Run at time 1.5 hour. Product: FC(C=1C=C(C=CC1OCC1=CC=CC=C1)NC1=NC=NC2=CC=C(C=C12)C=1C=COC1CNCCS(=O)(=O)C)(F)F (N-(3-Trifluoromethyl-4-benzyloxyphenyl)-6-[5-({[2-(methanesulphonyl)ethyl]amino}methyl)-4-furyl]-4-quinazolinamine). The yield is 43.0%. RXN SMILES: [CH2:1]([O:8][C:9]1[CH:14]=[CH:13][C:12]([NH:15][C:16]2[C:25]3[C:20](=[CH:21][CH:22]=[C:23]([C:26]4OC(C=O)=[CH:28][CH:27]=4)[CH:24]=3)[N:19]=[CH:18][N:17]=2)=[CH:11][C:10]=1[C:33]([F:36])([F:35])[F:34])[C:2]1[CH:7]=[CH:6][CH:5]=[CH:4][CH:3]=1.[CH3:37][S:38]([CH2:41][CH2:42][NH2:43])(=[O:40])=[O:39].[C:44]([OH:47])(=O)[CH3:45].C([BH3-])#N.[Na+]>ClCCl.C(OCC)(=O)C>[F:36][C:33]([F:34])([F:35])[C:10]1[CH:11]=[C:12]([NH:15][C:16]2[C:25]3[C:20](=[CH:21][CH:22]=[C:23]([C:26]4[CH:27]=[CH:28][O:47][C:44]=4[CH2:45][NH:43][CH2:42][CH2:41][S:38]([CH3:37])(=[O:40])=[O:39])[CH:24]=3)[N:19]=[CH:18][N:17]=2)[CH:13]=[CH:14][C:9]=1[O:8][CH2:1][C:2]1[CH:3]=[CH:4][CH:5]=[CH:6][CH:7]=1 |f:3.4|. Reported procedure: The mixture of 5-(4-(4-benzyloxy-3-trifluoromethylphenylamino)-quinazolin-6-yl)-furan-2-carbaldehyde (211 mg, 0.40 mmol), 2-methanesulphonyl-ethylamine (99 mg, 2.0 mmol), acetic acid (0.5 ml) in dichloromethane (15 ml) was stirred at room temperature for 1.5 hours then was heated to reflux for 1 hour. The mixture was cooled to 0° C. with ice bath. Sodium cyanoborohydride (50 mg, 0.8 mmol) was added at 0° C. The reaction mixture then was stirred at room temperature for 1 hour. Diluted with ethyl ... Run in C(Cl)Cl (DCM). RXN SMILES: [ClH:1].Cl.[CH2:3]([C:7]1[N:12]=[N:11][C:10]([O:13][CH2:14][CH:15]2[O:20][CH2:19][CH2:18][NH:17][CH2:16]2)=[CH:9][C:8]=1[C:21]1[CH:26]=[CH:25][C:24]([O:27][CH:28]2[CH2:33][CH2:32][CH2:31][CH2:30][CH2:29]2)=[CH:23][CH:22]=1)[CH2:4][CH2:5][CH3:6].Cl.[CH2:35](OCC)C>C(Cl)Cl>[ClH:1].[ClH:1].[CH2:3]([C:7]1[N:12]=[N:11][C:10]([O:13][CH2:14][CH:15]2[O:20][CH2:19][CH2:18][N:17]([CH3:35])[CH2:16]2)=[CH:9][C:8]=1[C:21]1[CH:22]=[CH:23][C:24]([O:27][CH:28]2[CH2:33][CH2:32][CH2:31][CH2:30][CH2:29]2)=[CH:25][CH:26]=1)[CH2:4][CH2:5][CH3:6] |f:0.1.2,6.7.8|. The reactants are Cl.Cl.C(CCC)C1=C(C=C(N=N1)OCC1CNCCO1)C1=CC=C(C=C1)OC1CCCCC1 (2-[6-butyl-5-(4-cyclohexyloxy-phenyl)-pyridazin-3-yloxymethyl]-morpholine dihydrochloride), Cl (HCl), C(C)OCC (diethyl ether). Procedure details: To a solution of 2-[6-butyl-5-(4-cyclohexyloxy-phenyl)-pyridazin-3-yloxymethyl]-morpholine dihydrochloride (0.067 mmol, 0.031 g) and aqueous formaldehyde (37%, 0.304 mmol, 0.025 mL) in dry DCM (2 mL) was added macroporous resin-bound triacetoxyborohydride (loading 2.36 mmol/gram, 0.364 mmol, 0.154 g). The mixture was shaken for 12 hours. The reaction was filtered and the resin was washed with DCM (5 mL). The solvent was removed under reduced pressure. The crude product was purified on a 4 g SiO2... Yields the product Cl.Cl.C(CCC)C1=C(C=C(N=N1)OCC1CN(CCO1)C)C1=CC=C(C=C1)OC1CCCCC1 (2-[6-Butyl-5-(4-cyclohexyloxy-phenyl)-pyridazin-3-yloxymethyl]-4-methyl-morpholine dihydrochloride).